This data is from the Open Reaction Database (ORD), a public repository of structured organic reaction records. The task is: describe an organic reaction: reactants, conditions, products, and yield The reactants are C(C)(C)(C)OC(=O)N1CCC(=CC1)C1=CC2=C(N=CN=C2Cl)N1 (4-(4-chloro-7H-pyrrolo[2,3-d]pyrimidin-6-yl)-3,6-dihydro-2H-pyridine-1-carboxylic acid tert-butyl ester), CN1N=CC2=CC(=CC=C12)N (1-methyl-1H-indazol-5-ylamine). Solvent: CCCCO (n-BuOH). Reaction conditions: temperature 120 celsius, time 15 hour. Product: C(C)(C)(C)OC(=O)N1CCC(=CC1)C1=CC2=C(N=CN=C2NC=2C=C3C=NN(C3=CC2)C)N1 (4-[4-(1-Methyl-1H-indazol-5-ylamino)-7H-pyrrolo[2,3-d]pyrimidin-6-yl]-3,6-dihydro-2H-pyridine-1-carboxylic acid tert-butyl ester). As a reaction SMILES: [C:1]([O:5][C:6]([N:8]1[CH2:13][CH:12]=[C:11]([C:14]2[NH:23][C:17]3[N:18]=[CH:19][N:20]=[C:21](Cl)[C:16]=3[CH:15]=2)[CH2:10][CH2:9]1)=[O:7])([CH3:4])([CH3:3])[CH3:2].[CH3:24][N:25]1[C:33]2[C:28](=[CH:29][C:30]([NH2:34])=[CH:31][CH:32]=2)[CH:27]=[N:26]1>CCCCO>[C:1]([O:5][C:6]([N:8]1[CH2:13][CH:12]=[C:11]([C:14]2[NH:23][C:17]3[N:18]=[CH:19][N:20]=[C:21]([NH:34][C:30]4[CH:29]=[C:28]5[C:33](=[CH:32][CH:31]=4)[N:25]([CH3:24])[N:26]=[CH:27]5)[C:16]=3[CH:15]=2)[CH2:10][CH2:9]1)=[O:7])([CH3:4])([CH3:3])[CH3:2]. Procedure: A suspension of 4-(4-chloro-7H-pyrrolo[2,3-d]pyrimidin-6-yl)-3,6-dihydro-2H-pyridine-1-carboxylic acid tert-butyl ester (638.1 mg, 1.906 mmol, 1 eq) and 1-methyl-1H-indazol-5-ylamine (567.4 mg, 3.855 mmol, 2 eq) in n-BuOH (26 mL) was stirred at 120° C. for 15 h. A white precipitate was filtered off, washed several times with MeOH, and dried under high vacuum, giving the title compound, as a white solid. The filtrate was adsorbed onto Hydromatrix, dry loaded, and purified by chromatography on sil...